The task is: describe an organic reaction: reactants, conditions, products, and yield. This data is from the Open Reaction Database (ORD), a public repository of structured organic reaction records. Reaction conditions: temperature 45 celsius, time 15 minute. Reaction SMILES: [CH3:1][C:2]1[C:7]2=[N:8][CH:9]=[C:10]([C:13]3[NH:17][N:16]=[N:15][N:14]=3)[C:11](=[O:12])[N:6]2[CH:5]=[CH:4][CH:3]=1.[OH-].[K+:19]>CO>[CH3:1][C:2]1[C:7]2=[N:8][CH:9]=[C:10]([C:13]3[N-:17][N:16]=[N:15][N:14]=3)[C:11](=[O:12])[N:6]2[CH:5]=[CH:4][CH:3]=1.[K+:19] |f:1.2,4.5|. The product is CC1=CC=CN2C1=NC=C(C2=O)C=3[N-]N=NN3.[K+] (Pemirolast Potassium). Reactants: CC1=CC=CN2C1=NC=C(C2=O)C2=NN=NN2 (9-Methyl-3-(1 H-tetrazol-5-yl)-4H-pyrido-[1,2-a]-pyrimidin-4-one), [OH-].[K+] (potassium hydroxide). Run in CO (methanol). Isolated yield 96.0%. Procedure details: 9-Methyl-3-(1 H-tetrazol-5-yl)-4H-pyrido-[1,2-a]-pyrimidin-4-one (63 g, 0.28 mols) is suspended in methanol (1000 ml). The resulting suspension is kept at 45° C. and slowly added with a 45% potassium hydroxide aqueous solution to pH 9-9.5. The suspension is stirred at 45° C. for about 15 minutes and then cooled to 20° C. The precipitate is filtered, washed with methanol and dried under vacuum at 80° C., to obtain Pemirolast Potassium (71.9 g; 0.27 mols, 96% yield) with HPLC purity >99.8%. 1H NMR...